Dataset: the Open Reaction Database (ORD), a public repository of structured organic reaction records. Task: describe an organic reaction: reactants, conditions, products, and yield The reactants are [N+](=O)([O-])CC(=O)NC=1C=C(N)C=CC1 (m-nitroacetamido aniline), C(CC(=O)C)(=O)OCC (ethyl acetoacetate), [H][H] (hydrogen), [H][H] (hydrogen). Reagents/catalysts: [Pt] (Pt/C), C1(=CC=C(C=C1)S(=O)(=O)O)C (p-toluenesulfonic acid). Run in C(C)O (ethanol). Yields the product C(C)(=O)NC=1C=C(C=CC1)NC(CC(=O)OCC)C (ethyl 3-(3'-acetamidophenylamino)butyrate). The yield is 73.9%. As a reaction SMILES: [N+]([CH2:4][C:5]([NH:7][C:8]1[CH:9]=[C:10]([CH:12]=[CH:13][CH:14]=1)[NH2:11])=[O:6])([O-])=O.[C:15]([O:21][CH2:22][CH3:23])(=[O:20])[CH2:16][C:17]([CH3:19])=O.[H][H]>[Pt].C1(C)C=CC(S(O)(=O)=O)=CC=1.C(O)C>[C:5]([NH:7][C:8]1[CH:9]=[C:10]([NH:11][CH:17]([CH3:19])[CH2:16][C:15]([O:21][CH2:22][CH3:23])=[O:20])[CH:12]=[CH:13][CH:14]=1)(=[O:6])[CH3:4]. Reported procedure: A mixture of 18.0 g (0.1 mole) of m-nitroacetamido aniline, 26.0 g (0.2 mole) ethyl acetoacetate, 100 ml ethanol, 3.0 g of 5% Pt/C and 0.5 g of p-toluenesulfonic acid is treated in an autoclave at 165° C. and 1,000 psi of hydrogen until the uptake of hydrogen ceases. The solvent and catalyst are removed to yield 19.53 g of ethyl 3-(3'-acetamidophenylamino)butyrate. The reactants are FC1=CC=C(C=C1)C1=NN(C2=CC=C(C=C12)N)OCCOC (3-(4-fluorophenyl)-1-(2-methoxyethoxy)-1H-indazole-5-ylamine), FC1=CC=C(C=C1)N=C=O (4-fluorophenyl isocyanate). Run in O1CCOCC1 (dioxane). Conditions: time 8 hour. The product is FC1=CC=C(C=C1)C1=NNC2=CC=C(C=C12)NC(=O)NC1=CC=C(C=C1)F (N-[3-(4-Fluorophenyl)(1H-indazol-5-yl)][(4-fluorophenyl)amino]carboxamide). Isolated yield 19.1%. Reaction SMILES: [F:1][C:2]1[CH:7]=[CH:6][C:5]([C:8]2[C:16]3[C:11](=[CH:12][CH:13]=[C:14]([NH2:17])[CH:15]=3)[N:10](OCCOC)[N:9]=2)=[CH:4][CH:3]=1.[F:23][C:24]1[CH:29]=[CH:28][C:27]([N:30]=[C:31]=[O:32])=[CH:26][CH:25]=1>O1CCOCC1>[F:1][C:2]1[CH:3]=[CH:4][C:5]([C:8]2[C:16]3[C:11](=[CH:12][CH:13]=[C:14]([NH:17][C:31]([NH:30][C:27]4[CH:28]=[CH:29][C:24]([F:23])=[CH:25][CH:26]=4)=[O:32])[CH:15]=3)[NH:10][N:9]=2)=[CH:6][CH:7]=1. Procedure: To a solution of 3-(4-fluorophenyl)-1-(2-methoxyethoxy)-1H-indazole-5-ylamine (115 mg, 0.36 mmol) in dioxane (5 mL) was added 4-fluorophenyl isocyanate (50 μL, 0.44 mmol). The reaction was stirred overnight at room temperature. It was then filtered and the solid dried in a vacuum oven. The solid was then taken up in 6N HCl (10 mL) and methanol (10 mL) and heated to 80° C. for 2 hours. The reaction was then cooled to room temperature and quenched with NaHCO3 (100 mL) and extracted with ethyl acet... The reactants are C(CCC)[Li] (n-butyl lithium), O1C(CCCC1)OC1OCCCC1 (tetrahydropyranyl ether), C#CC(CCCCC)O (1-octyn-3-ol), [Cl-].[NH4+] (ammonium chloride), C[Si](OC1(C(C(CCC1)(C)C)=O)C)(C)C (2-trimethylsiloxy-2,6,6-trimethylcyclohexanone). The solvent is C1CCOC1 (THF), CCCCCC (n-hexane), C1CCOC1 (THF). Reaction conditions: time 10 minute. Yields the product OC1(C(CCCC1(C)C)(C)O)C#CC(CCCCC)O (1-(1,2-dihydroxy-2,6,6-trimethylcyclohexyl)oct-1-yn-3-ol). Yield: 70.0%. Reaction SMILES: C([Li])CCC.O1CCCCC1OC1CCCCO1.[CH:19]#[C:20][CH:21]([OH:27])[CH2:22][CH2:23][CH2:24][CH2:25][CH3:26].C[Si](C)(C)[O:30][C:31]1([CH3:40])[CH2:36][CH2:35][CH2:34][C:33]([CH3:38])([CH3:37])[C:32]1=[O:39].[Cl-].[NH4+]>C1COCC1.CCCCCC>[OH:39][C:32]1([C:19]#[C:20][CH:21]([OH:27])[CH2:22][CH2:23][CH2:24][CH2:25][CH3:26])[C:33]([CH3:38])([CH3:37])[CH2:34][CH2:35][CH2:36][C:31]1([OH:30])[CH3:40] |f:4.5|. Procedure: To 6.5 ml of a 1.6M n-hexane solution of n-butyl lithium was added 20 ml of anhydrous THF at -78° C. (bath temperature) in a nitrogen atmosphere, and 2.2 g of a tetrahydropyranyl ether of 1-octyn-3-ol was added dropwise thereto under the same conditions over 10 minutes. After the addition, the mixture was stirred for 30 minutes. Then, 30 ml of an anhydrous THF solution containing 2.0 g of 2-trimethylsiloxy-2,6,6-trimethylcyclohexanone was added dropwise to the mixture under the same conditions o... The reactants are C1(=CC=CC=C1)C1(C2=CC=CC=C2C=2C=CC=CC12)O (9-phenyl-9H-fluoren-9-ol), COC([C@@H](NC(=O)OCC1C2=CC=CC=C2C=2C=CC=CC12)CO)=O (Nα -(9-fluorenylmethoxycarbonyl)-L-serine methyl ester). Reagents/catalysts: S(O)(O)(=O)=O (sulfuric acid). The solvent is C1=CC=CC=C1 (benzene). Reaction conditions: time 1 hour. Yields the product COC([C@@H](NC(=O)OCC1C2=CC=CC=C2C=2C=CC=CC12)COC1(C2=CC=CC=C2C=2C=CC=CC12)C1=CC=CC=C1)=O (Nα -(9-fluorenylmethoxycarbonyl)--O--(9-phenyl-9H-fluoren-9-yl)-L-serine methyl ester). RXN SMILES: [C:1]1([C:7]2([OH:20])[C:19]3[CH:18]=[CH:17][CH:16]=[CH:15][C:14]=3[C:13]3[C:8]2=[CH:9][CH:10]=[CH:11][CH:12]=3)[CH:6]=[CH:5][CH:4]=[CH:3][CH:2]=1.[CH3:21][O:22][C:23](=[O:45])[C@H:24]([CH2:43]O)[NH:25][C:26]([O:28][CH2:29][CH:30]1[C:42]2[CH:41]=[CH:40][CH:39]=[CH:38][C:37]=2[C:36]2[C:31]1=[CH:32][CH:33]=[CH:34][CH:35]=2)=[O:27]>C1C=CC=CC=1.S(=O)(=O)(O)O>[CH3:21][O:22][C:23](=[O:45])[C@H:24]([CH2:43][O:20][C:7]1([C:1]2[CH:2]=[CH:3][CH:4]=[CH:5][CH:6]=2)[C:8]2[CH:9]=[CH:10][CH:11]=[CH:12][C:13]=2[C:14]2[C:19]1=[CH:18][CH:17]=[CH:16][CH:15]=2)[NH:25][C:26]([O:28][CH2:29][CH:30]1[C:31]2[CH:32]=[CH:33][CH:34]=[CH:35][C:36]=2[C:37]2[C:42]1=[CH:41][CH:40]=[CH:39][CH:38]=2)=[O:27]. Procedure: A solution of 6.2 g (24 mmol) of 9-phenyl-9H-fluoren-9-ol (Example 1b) and 6.8 g (20 mmol) of Nα -(9-fluorenylmethoxycarbonyl)-L-serine methyl ester in benzene (150 mL) was placed in a round bottomed flask fitted with a Dean-Stark trap. Two drops of concentrated sulfuric acid were added and the mixture heated under reflux with stirring for 1 h. Removal of the solvent under vacuo gave the crude Nα -(9-fluorenylmethoxycarbonyl)--O--(9-phenyl-9H-fluoren-9-yl)-L-serine methyl ester which was subject... Reactants: Cc1ccccc1, CC(C)(C)COCC(O)CN1CCCC1, Cl, [K+], [OH-]. The product is CC(C)(C)COCC(Cl)CN1CCCC1. RXN SMILES: [CH3:19][c:20]1[cH:21][cH:22][cH:23][cH:24][cH:25]1.[CH3:2][C:3]([CH2:4][O:5][CH2:6][CH:7]([CH2:8][N:9]1[CH2:10][CH2:11][CH2:12][CH2:13]1)[OH:14])([CH3:15])[CH3:16].[ClH:1].[K+:18].[OH-:17]>>[Cl:1][CH:7]([CH2:6][O:5][CH2:4][C:3]([CH3:2])([CH3:15])[CH3:16])[CH2:8][N:9]1[CH2:10][CH2:11][CH2:12][CH2:13]1. Starting materials: ClCCl, O=C(O)C(F)(F)F, CC(C)(C)OC(=O)N1CCCC(Nc2cc(Nc3ccc(Oc4ccccc4)cc3)ncn2)C1. Product: c1ccc(Oc2ccc(Nc3cc(NC4CCCNC4)ncn3)cc2)cc1. Reaction SMILES: [Cl:42][CH2:43][Cl:44].[F:35][C:36]([F:37])([F:38])[C:39]([OH:40])=[O:41].[O:1]([c:2]1[cH:3][cH:4][cH:5][cH:6][cH:7]1)[c:8]1[cH:9][cH:10][c:11]([NH:14][c:15]2[cH:16][c:17]([NH:21][CH:22]3[CH2:23][N:24]([C:28]([O:29][C:30]([CH3:31])([CH3:32])[CH3:33])=[O:34])[CH2:25][CH2:26][CH2:27]3)[n:18][cH:19][n:20]2)[cH:12][cH:13]1>>[O:1]([c:2]1[cH:3][cH:4][cH:5][cH:6][cH:7]1)[c:8]1[cH:9][cH:10][c:11]([NH:14][c:15]2[cH:16][c:17]([NH:21][CH:22]3[CH2:23][NH:24][CH2:25][CH2:26][CH2:27]3)[n:18][cH:19][n:20]2)[cH:12][cH:13]1. Starting materials: O (water), BrBr (Bromine), C(CC)(=O)C1=NC=C(C=C1)C(F)(F)F (2-propionyl 5-trifluoromethylpyridine). Solvent: C(Cl)(Cl)Cl (chloroform), C(Cl)(Cl)Cl (chloroform). Conditions: time 16 hour. Yields the product BrC(C(=O)C1=NC=C(C=C1)C(F)(F)F)C (2-(2-bromopropionyl)-5-trifluoromethylpyridine). As a reaction SMILES: [Br:1]Br.[C:3]([C:7]1[CH:12]=[CH:11][C:10]([C:13]([F:16])([F:15])[F:14])=[CH:9][N:8]=1)(=[O:6])[CH2:4][CH3:5].O>C(Cl)(Cl)Cl>[Br:1][CH:4]([CH3:5])[C:3]([C:7]1[CH:12]=[CH:11][C:10]([C:13]([F:16])([F:14])[F:15])=[CH:9][N:8]=1)=[O:6]. Reported procedure: Bromine (0.52 ml.) in chloroform (50 ml.) was added to solution of 2-propionyl 5-trifluoromethylpyridine (2.03 g.) in chloroform (20 ml.) over 1 hour under photoflood illumination. After addition was complete the reaction was stirred for 16 hours at room temperature. The reaction was then poured into water, and the organic phase was separated, washed with water, dried over magnesium sulphate and concentrated to dryness to give 2-(2-bromopropionyl)-5-trifluoromethylpyridine as an oil which was us...